Dataset: the Open Reaction Database (ORD), a public repository of structured organic reaction records. Task: describe an organic reaction: reactants, conditions, products, and yield Starting materials: CCN=C=NCCCN(C)C, CCN(C(C)C)C(C)C, CCCC(CCC)n1cnc2c(C(=O)O)cc(Cl)cc2c1=O, ClCCl, Cl, Cl, NC(Cc1ccccc1)C(O)CNCc1cccc(C(F)(F)F)c1, O, Oc1cccc2[nH]nnc12. The product is CCCC(CCC)n1cnc2c(C(=O)NC(Cc3ccccc3)C(O)CNCc3cccc(C(F)(F)F)c3)cc(Cl)cc2c1=O. Reaction SMILES: [CH3:59][N:60]([CH3:61])[CH2:62][CH2:63][CH2:64][N:65]=[C:66]=[N:67][CH2:68][CH3:69].[CH:70]([N:71]([CH2:72][CH3:73])[CH:74]([CH3:75])[CH3:76])([CH3:77])[CH3:78].[Cl:1][c:2]1[cH:3][c:4]2[c:5](=[O:22])[n:6]([CH:15]([CH2:16][CH2:17][CH3:18])[CH2:19][CH2:20][CH3:21])[cH:7][n:8][c:9]2[c:10]([C:12](=[O:13])[OH:14])[cH:11]1.[Cl:79][CH2:80][Cl:81].[ClH:23].[ClH:58].[NH2:24][CH:25]([CH:26]([CH2:27][NH:28][CH2:29][c:30]1[cH:31][c:32]([C:36]([F:37])([F:38])[F:39])[cH:33][cH:34][cH:35]1)[OH:40])[CH2:41][c:42]1[cH:43][cH:44][cH:45][cH:46][cH:47]1.[OH2:82].[OH:48][c:49]1[c:50]2[n:51][n:52][nH:53][c:54]2[cH:55][cH:56][cH:57]1>>[Cl:1][c:2]1[cH:3][c:4]2[c:5](=[O:22])[n:6]([CH:15]([CH2:16][CH2:17][CH3:18])[CH2:19][CH2:20][CH3:21])[cH:7][n:8][c:9]2[c:10]([C:12](=[O:13])[NH:24][CH:25]([CH:26]([CH2:27][NH:28][CH2:29][c:30]2[cH:31][c:32]([C:36]([F:37])([F:38])[F:39])[cH:33][cH:34][cH:35]2)[OH:40])[CH2:41][c:42]2[cH:43][cH:44][cH:45][cH:46][cH:47]2)[cH:11]1. The reactants are COc1cccc(-c2ccc3c(C(=O)O)c(OC)ccc3c2)c1, Nc1ccccc1. Reaction SMILES: [CH3:1][O:2][c:3]1[c:4]([C:21](=[O:22])[OH:23])[c:5]2[cH:6][cH:7][c:8](-[c:13]3[cH:14][c:15]([O:19][CH3:20])[cH:16][cH:17][cH:18]3)[cH:9][c:10]2[cH:11][cH:12]1.[NH2:24][c:25]1[cH:26][cH:27][cH:28][cH:29][cH:30]1>>[CH3:1][O:2][c:3]1[c:4]([C:21](=[O:22])[NH:24][c:25]2[cH:26][cH:27][cH:28][cH:29][cH:30]2)[c:5]2[cH:6][cH:7][c:8](-[c:13]3[cH:14][c:15]([O:19][CH3:20])[cH:16][cH:17][cH:18]3)[cH:9][c:10]2[cH:11][cH:12]1. Product: COc1cccc(-c2ccc3c(C(=O)Nc4ccccc4)c(OC)ccc3c2)c1. Starting materials: ice water, C(CCC)(=O)C=1C(=C(C2=C(CC(O2)C(=O)O)C1)Cl)Cl (5-butyryl-6,7-dichloro-2,3-dihydro-2-benzofurancarboxylic acid), Cl.CNC (dimethylamine hydrochloride), C=O (para-formaldehyde). The reagents and catalysts are C(C)(=O)O (acetic acid). Solvent: CN(C=O)C (Dimethylformamide). Product: ClC1=C(C2=C(CC(O2)C(=O)O)C=C1C(C(CC)=C)=O)Cl (6,7-dichloro-2,3-dihydro-5-(2-methylenebutyryl)-2-benzofurancarboxylic acid). Yield: 71.4%. RXN SMILES: [C:1]([C:6]1[C:7]([Cl:19])=[C:8]([Cl:18])[C:9]2[O:13][CH:12]([C:14]([OH:16])=[O:15])[CH2:11][C:10]=2[CH:17]=1)(=[O:5])[CH2:2][CH2:3][CH3:4].Cl.[CH3:21]NC.C=O>C(O)(=O)C.CN(C)C=O>[Cl:19][C:7]1[C:6]([C:1](=[O:5])[C:2](=[CH2:21])[CH2:3][CH3:4])=[CH:17][C:10]2[CH2:11][CH:12]([C:14]([OH:16])=[O:15])[O:13][C:9]=2[C:8]=1[Cl:18] |f:1.2|. Reported procedure: A stirred mixture of 5-butyryl-6,7-dichloro-2,3-dihydro-2-benzofurancarboxylic acid (12.0 g, 0.04 mole), dimethylamine hydrochloride (4.3 g, 0.052 mole), para-formaldehyde (1.9 g, 0.063 mole) and acetic acid (4 drops) was heated on a steam bath for 21/2 hours. Dimethylformamide (35 ml) was added and heating was continued for 11/2 hours. The reaction mixture was poured into ice water, extracted with ether, washed with water and dried over magnesium sulfate. The ether was evaporated in vacuo and t... Starting materials: OC=C1C(C2=CC(=CC=C2C1(C)C)C)=O (2-hydroxymethylene-3,3,6-trimethyl-1-indanone), N(N)CC(C)O ((RS)-1-hydrazino-2-propanol), O (water), C1(=CC=CC=C1)C (toluene). The reagents and catalysts are C1(=CC=C(C=C1)S(=O)(=O)O)C (p-toluenesulfonic acid). Yields the product CC1(C=CC(=C2C=C3N(N=CC3=C12)CC(C)O)C)C ((RS)-1-(4,4,7-trimethyl-1,4-dihydro-indeno[2,1-c]-pyrazol-1-yl)-propan-2-ol). Yield: 84.0%. Reaction SMILES: OC=[C:3]1[C:11]([CH3:13])([CH3:12])[C:10]2[C:5](=C[C:7](C)=[CH:8][CH:9]=2)[C:4]1=O.[NH:16]([CH2:18][CH:19](O)[CH3:20])[NH2:17].[OH2:22].[C:23]1(C)[CH:28]=CC=C[CH:24]=1>C1(C)C=CC(S(O)(=O)=O)=CC=1>[CH3:13][C:11]1([CH3:12])[C:3]2[C:20]([CH:19]=[C:18]3[C:4]=2[CH:5]=[N:17][N:16]3[CH2:24][CH:23]([OH:22])[CH3:28])=[C:8]([CH3:7])[CH:9]=[CH:10]1. Procedure: A solution of 1.5 g (7.4 mmol) of 2-hydroxymethylene-3,3,6-trimethyl-1-indanone, 0.55 g (6.1 mmol) of (RS)-1-hydrazino-2-propanol and 100 mg of p-toluenesulfonic acid in 100 ml of anhydrous toluene was heated on a water separator for 2 hours. After concentration in a vacuum, the reaction mixture was purified by column chromatography on silica gel (ethyl acetate/hexane 4:1). 1.6 g (84%) of (RS)-1-(4,4,7-trimethyl-1,4-dihydro-indeno[2,1-c]-pyrazol-1-yl)-propan-2-ol were obtained as a yellow oil wh... The reactants are C(C(=O)Cl)(=O)Cl (Oxalyl chloride), CN(C=O)C (N,N-dimethylformamide), CC1=C(N=C(O1)C1=CC=CC=C1)COC1=CC=C(CO\N=C(/CCC(=O)O)\C2=CC=CC=C2)C=C1 (E-4-[4-(5-methyl-2-phenyl-4-oxazolylmethoxy)benzyloxyimino]-4-phenylbutyric acid). The solvent is O1CCCC1 (tetrahydrofuran). Reaction conditions: time 30 minute. Yields the product CC1=C(N=C(O1)C1=CC=CC=C1)COC1=CC=C(CO\N=C(/CCC(=O)N)\C2=CC=CC=C2)C=C1 (E-4-[4-(5-methyl-2-phenyl-4-oxazolylmethoxy)benzyloxyimino]-4-phenylbutyramide). Yield: 45.0%. Reaction SMILES: C(Cl)(=O)C(Cl)=O.C[N:8](C)C=O.[CH3:12][C:13]1[O:17][C:16]([C:18]2[CH:23]=[CH:22][CH:21]=[CH:20][CH:19]=2)=[N:15][C:14]=1[CH2:24][O:25][C:26]1[CH:46]=[CH:45][C:29]([CH2:30][O:31]/[N:32]=[C:33](/[C:39]2[CH:44]=[CH:43][CH:42]=[CH:41][CH:40]=2)\[CH2:34][CH2:35][C:36]([OH:38])=O)=[CH:28][CH:27]=1>O1CCCC1>[CH3:12][C:13]1[O:17][C:16]([C:18]2[CH:19]=[CH:20][CH:21]=[CH:22][CH:23]=2)=[N:15][C:14]=1[CH2:24][O:25][C:26]1[CH:46]=[CH:45][C:29]([CH2:30][O:31]/[N:32]=[C:33](/[C:39]2[CH:40]=[CH:41][CH:42]=[CH:43][CH:44]=2)\[CH2:34][CH2:35][C:36]([NH2:8])=[O:38])=[CH:28][CH:27]=1. Reported procedure: Oxalyl chloride (0.156 ml) and N,N-dimethylformamide (catalytic amount) were added to a solution of E-4-[4-(5-methyl-2-phenyl-4-oxazolylmethoxy)benzyloxyimino]-4-phenylbutyric acid (700 mg) in tetrahydrofuran (10 ml) at room temperature, which was stirred at room temperature for 30 minutes and concentrated. The residue was dissolved in tetrahydrofuran (10 ml) and added dropwise to a mixture of a 25% aqueous ammonia (15 ml) and ethyl acetate (20 ml) at 0° C. After stirring at room temperature for...